From a dataset of the Open Reaction Database (ORD), a public repository of structured organic reaction records. describe an organic reaction: reactants, conditions, products, and yield The reactants are CC(C(=O)O)(O)C (2-methyllactic acid), N[C@@H](C)C(=O)N1C2=C(C3=C(C(C1=O)C)C=CC=C3)C(=CC=C2)N (5-(L-alaninyl)-amino-7-methyl-5,7-dihydro-6H-dibenz[b,d]azepin-6-one). Yields the product OC(C(=O)N[C@@H](C)C(=O)N1C2=C(C3=C(C(C1=O)C)C=CC=C3)C(=CC=C2)N)(C)C (5-{N′-(2-Hydroxy-2-methylpropionyl)-L-alaninyl}-amino-7-methyl-5,7-dihydro-6H-dibenz[b,d]azepin-6-one). RXN SMILES: [CH3:1][C:2]([CH3:7])([OH:6])[C:3](O)=[O:4].[NH2:8][C@H:9]([C:11]([N:13]1[C:19](=[O:20])[CH:18]([CH3:21])[C:17]2[CH:22]=[CH:23][CH:24]=[CH:25][C:16]=2[C:15]2[C:26]([NH2:30])=[CH:27][CH:28]=[CH:29][C:14]1=2)=[O:12])[CH3:10]>>[OH:6][C:2]([CH3:7])([CH3:1])[C:3]([NH:8][C@H:9]([C:11]([N:13]1[C:19](=[O:20])[CH:18]([CH3:21])[C:17]2[CH:22]=[CH:23][CH:24]=[CH:25][C:16]=2[C:15]2[C:26]([NH2:30])=[CH:27][CH:28]=[CH:29][C:14]1=2)=[O:12])[CH3:10])=[O:4]. Procedure details: Following General procedure D above using 2-methyllactic acid (Aldrich) and 5-(L-alaninyl)-amino-7-methyl-5,7-dihydro-6H-dibenz[b,d]azepin-6-one, as described in Example 7-B, the title compound was prepared. The product was purified by flash chromatography CHCl3/MeOH (98:2) to yield the title compound. Starting materials: NC(COC=1N=NC(=CC1)Cl)(C)C (3-(2-amino-2-methylpropoxy)-6-chloropyridazine), ( a ), ClC1=C(OCC2CO2)C=CC=C1C (1-(2-chloro-3-methylphenoxy)-2,3-epoxypropane). Run in CO (methanol). The product is ClC1=C(OCC(CNC(COC2=CC=C(N=N2)Cl)(C)C)O)C=CC=C1C (1-(2-chloro-3-methylphenoxy)-3-[1,1-dimethyl-2-(3-chloro-6-pyridazinyloxy)ethylamino]-2-propanol). The yield is 66.6%. RXN SMILES: [NH2:1][C:2]([CH3:13])([CH3:12])[CH2:3][O:4][C:5]1[N:6]=[N:7][C:8]([Cl:11])=[CH:9][CH:10]=1.[Cl:14][C:15]1[C:25]([CH3:26])=[CH:24][CH:23]=[CH:22][C:16]=1[O:17][CH2:18][CH:19]1[O:21][CH2:20]1>CO>[Cl:14][C:15]1[C:25]([CH3:26])=[CH:24][CH:23]=[CH:22][C:16]=1[O:17][CH2:18][CH:19]([OH:21])[CH2:20][NH:1][C:2]([CH3:13])([CH3:12])[CH2:3][O:4][C:5]1[N:6]=[N:7][C:8]([Cl:11])=[CH:9][CH:10]=1. Procedure: A solution of 6.04 g of 3-(2-amino-2-methylpropoxy)-6-chloropyridazine obtained in Example 1, (a) and 5.95 g of 1-(2-chloro-3-methylphenoxy)-2,3-epoxypropane in 120 ml of methanol was refluxed for 3 hours. The solvent was evaporated under reduced pressure. A solution of the residue in benzene was extracted with 175 ml of 0.2N hydrochloric acid. The aqueous layer was made alkaline with potassium carbonate and extracted with chloroform. The chloroform layer was dried over sodium sulfate. The solve...